describe an organic reaction: reactants, conditions, products, and yield From a dataset of the Open Reaction Database (ORD), a public repository of structured organic reaction records. Starting materials: CC1([C@@H]([C@@H]1\C=C/C(=O)O)C(=O)O[C@@H](C1=CC(=CC=C1)OC1=CC=CC=C1)C#N)C ((S)α-cyano-3-phenoxy-benzyl(1R,cis)2,2-dimethyl-3-[(Z)3-hydroxy-3-oxo-1-propenyl]-cyclopropane-carboxylate), ClC(CO)(Cl)Cl (2,2,2-trichloroethanol), C(#N)[C@H](C1=CC(=CC=C1)OC1=CC=CC=C1)O ((S)α-cyano-3-phenoxy-benzyl alcohol). The solvent is C1=CC=CC=C1 (benzene). Product: CC1([C@@H]([C@@H]1\C=C/C(OCC(Cl)(Cl)Cl)=O)C(=O)O[C@@H](C1=CC(=CC=C1)OC1=CC=CC=C1)C#N)C ((S)α-cyano-3-phenoxy-benzyl(1R,cis)2,2-dimethyl-3-[(Z)3-oxo-3-(2,2,2-trichloroethoxy)-1-propenyl]-cyclopropane-carboxylate). Reaction SMILES: [CH3:1][C:2]1([CH3:29])[C@@H:4](/[CH:5]=[CH:6]\[C:7]([OH:9])=[O:8])[C@H:3]1[C:10]([O:12][C@H:13]([C:27]#[N:28])[C:14]1[CH:19]=[CH:18][CH:17]=[C:16]([O:20][C:21]2[CH:26]=[CH:25][CH:24]=[CH:23][CH:22]=2)[CH:15]=1)=[O:11].[Cl:30][C:31]([Cl:35])([Cl:34])[CH2:32]O.C([C@@H](O)C1C=CC=C(OC2C=CC=CC=2)C=1)#N>C1C=CC=CC=1>[CH3:1][C:2]1([CH3:29])[C@@H:4](/[CH:5]=[CH:6]\[C:7](=[O:9])[O:8][CH2:32][C:31]([Cl:35])([Cl:34])[Cl:30])[C@H:3]1[C:10]([O:12][C@H:13]([C:27]#[N:28])[C:14]1[CH:19]=[CH:18][CH:17]=[C:16]([O:20][C:21]2[CH:26]=[CH:25][CH:24]=[CH:23][CH:22]=2)[CH:15]=1)=[O:11]. Procedure details: Using the procedure of Step F of Example 9, the ester of Step A after reaction with 2,2,2-trichloroethanol and (S)α-cyano-3-phenoxy-benzyl alcohol was reacted to obtain (S)α-cyano-3-phenoxy-benzyl(1R,cis)2,2-dimethyl-3-[(Z)3-oxo-3-(2,2,2-trichloroethoxy)-1-propenyl]-cyclopropane-carboxylate with a specific rotation of [α]D20 =+42.5°±2° (c=0.5% in benzene). The reactants are C(C=C)NC\C=C\C=C ((E)-1-(2-propenylamino)-2,4-pentadiene), C(C)(=O)OC(C)=O (acetic anhydride). Reported procedure: Introduce 24.6 g (0.2 mol) of (E)-1-(2-propenylamino)-2,4-pentadiene (title compound of Example A.2.), dropwise add 22.4 g of acetic anhydride, and stir overnight at room temperature. Concentrate and react further in the form of the crude product. As a reaction SMILES: [CH2:1]([NH:4][CH2:5]/[CH:6]=[CH:7]/[CH:8]=[CH2:9])[CH:2]=[CH2:3].C(OC(=O)C)(=O)C>>[CH:6]12[CH2:5][NH:4][CH2:1][CH:2]1[CH2:3][CH2:9][CH:8]=[CH:7]2. The product is C12C=CCCC2CNC1 (8-Azabicyclo[4.3.0]non-2-ene). Starting materials: [H-].[H-].[H-].[H-].[Li+].[Al+3] (LiAlH4), FC=1C=C(C=CC1)C=CC(=O)C1=CN=C2SC3=C(N21)CCCCC3 (3-(3-fluorophenyl)-1-(6,7,8,9-tetrahydro-5H-cyclohept[d]imidazo[2,1-b]thiazol-3-yl)-2-propene-1-one). The solvent is C1CCOC1 (THF). Yields the product FC=1C=C(C=CC1)CCC(O)C1=CN=C2SC3=C(N21)CCCCC3 (α-[2-(3-fluorophenyl) ethyl]-6,7,8,9-tetrahydro-5H-cyclohept[d]imidazo[2,1-b]thiazol-3-methanol). RXN SMILES: [F:1][C:2]1[CH:3]=[C:4]([CH:8]=[CH:9][C:10]([C:12]2[N:19]3[C:15]([S:16][C:17]4[CH2:24][CH2:23][CH2:22][CH2:21][CH2:20][C:18]=43)=[N:14][CH:13]=2)=[O:11])[CH:5]=[CH:6][CH:7]=1.[H-].[H-].[H-].[H-].[Li+].[Al+3]>C1COCC1>[F:1][C:2]1[CH:3]=[C:4]([CH2:8][CH2:9][CH:10]([C:12]2[N:19]3[C:15]([S:16][C:17]4[CH2:24][CH2:23][CH2:22][CH2:21][CH2:20][C:18]=43)=[N:14][CH:13]=2)[OH:11])[CH:5]=[CH:6][CH:7]=1 |f:1.2.3.4.5.6|. Procedure details: A suspension of 3-(3-fluorophenyl)-1-(6,7,8,9-tetrahydro-5H-cyclohept[d]imidazo[2,1-b]thiazol-3-yl)-2-propene-1-one (Formula N-6, X=3-fluoro), 1.02 g, in THF (100 mL) at −78° was treated with LiAlH4 (0.27 g) and reacted for 18 hours. The mixture was then maintained at −20° for 24 hours and excess reagent was quenched. The mixture was filtered, the filtrate was concentrated, the residue was dissolved in ethyl acetate, washed with saline, dried and evaporated. The residue (0.30 g) was crystallized... Starting materials: CCOC(=O)C1=C(C)NC(C)=C(C(=O)OCC)C1c1ncccc1OCc1ccccc1, CCO. Yields the product CCOC(=O)C1=C(C)NC(C)=C(C(=O)OCC)C1c1ncccc1O. As a reaction SMILES: [CH2:1]([c:2]1[cH:3][cH:4][cH:5][cH:6][cH:7]1)[O:8][c:9]1[c:10]([CH:15]2[C:16]([C:28](=[O:29])[O:30][CH2:31][CH3:32])=[C:17]([CH3:27])[NH:18][C:19]([CH3:26])=[C:20]2[C:21](=[O:22])[O:23][CH2:24][CH3:25])[n:11][cH:12][cH:13][cH:14]1.[CH3:33][CH2:34][OH:35]>>[OH:8][c:9]1[c:10]([CH:15]2[C:16]([C:28](=[O:29])[O:30][CH2:31][CH3:32])=[C:17]([CH3:27])[NH:18][C:19]([CH3:26])=[C:20]2[C:21](=[O:22])[O:23][CH2:24][CH3:25])[n:11][cH:12][cH:13][cH:14]1.